This data is from the Open Reaction Database (ORD), a public repository of structured organic reaction records. The task is: describe an organic reaction: reactants, conditions, products, and yield Starting materials: COC(C1=CC(=C(C(=C1)[N+](=O)[O-])C=1C(=NC=C(C1)C)F)[N+](=O)[O-])=O (4-(2-Fluoro-5-methyl-pyridin-3-yl)-3,5-dinitro-benzoic acid methyl ester), NC1=C2C3=C(NC2=CC(=C1)C#N)N=CC(=C3)C (5-Amino-3-methyl-9H-pyrido[2,3-b]indole-7-carbonitrile). Product: COC(=O)C1=CC(=C2C3=C(NC2=C1)N=CC(=C3)C)N (5-Amino-3-methyl-9H-pyrido[2,3-b]indole-7-carboxylic acid methyl ester). Yield: 88.0%. As a reaction SMILES: [CH3:1][O:2][C:3](=[O:24])[C:4]1[CH:9]=[C:8]([N+:10]([O-])=O)[C:7]([C:13]2[C:14](F)=[N:15][CH:16]=[C:17]([CH3:19])[CH:18]=2)=[C:6]([N+:21]([O-])=O)[CH:5]=1.NC1C=C(C#N)C=C2C=1C1C=C(C)C=NC=1N2>>[CH3:1][O:2][C:3]([C:4]1[CH:9]=[C:8]2[C:7]([C:13]3[CH:18]=[C:17]([CH3:19])[CH:16]=[N:15][C:14]=3[NH:10]2)=[C:6]([NH2:21])[CH:5]=1)=[O:24]. Procedure details: The title compound was prepared in 88% yield from example Compound 128 according to the procedure outlined for the preparation of Compound 124. MS (ES) [m+H] calc'd for C14H13N3O2, 256; found 256. The product is C(C)(=O)NC=1C=CC(=C(C1)C=1CCC(NN1)=O)OCC(CNC(C)(C)C)O (6-[5-acetamido-2-(3-t-butylamino-2-hydroxypropoxy)phenyl]-4,5-dihydro-3(2H)-pyridazinone). Procedure details: A solution of methyl 3-[5-acetamido-2-(3-t-butylamino-2-hydroxypropoxy)benzoyl]propionate (0.21g) and hydrazine hydrate (0.12 ml) in glacial acetic acid (5 ml) was heated under reflux of 16 hours. Evaporation of the reaction mixture under reduced pressure gave a glassy residue to which was added sodium hydroxide solution (2N, 10 ml). The resulting solution was extracted well with chloroform, the combined organic phases washed with water, dried and evaporated to give a white brittle residue which... Starting materials: C(C)(=O)NC=1C=CC(=C(C(=O)CCC(=O)OC)C1)OCC(CNC(C)(C)C)O (methyl 3-[5-acetamido-2-(3-t-butylamino-2-hydroxypropoxy)benzoyl]propionate), O.NN (hydrazine hydrate), [OH-].[Na+] (sodium hydroxide). As a reaction SMILES: [C:1]([NH:4][C:5]1[CH:6]=[CH:7][C:8]([O:19][CH2:20][CH:21]([OH:28])[CH2:22][NH:23][C:24]([CH3:27])([CH3:26])[CH3:25])=[C:9]([CH:18]=1)[C:10]([CH2:12][CH2:13][C:14](OC)=[O:15])=O)(=[O:3])[CH3:2].O.[NH2:30][NH2:31].[OH-].[Na+]>C(O)(=O)C>[C:1]([NH:4][C:5]1[CH:6]=[CH:7][C:8]([O:19][CH2:20][CH:21]([OH:28])[CH2:22][NH:23][C:24]([CH3:27])([CH3:26])[CH3:25])=[C:9]([C:10]2[CH2:12][CH2:13][C:14](=[O:15])[NH:30][N:31]=2)[CH:18]=1)(=[O:3])[CH3:2] |f:1.2,3.4|. The solvent is C(C)(=O)O (acetic acid). Solvent: ClCCl (dichloromethane), ClCCl (dichloromethane). Starting materials: ClC1=CC=C(CN2C(=NC3=C2C=C(C(=C3)F)N3CCNCC3)COC3=CC=CC=C3)C=C1 (1-(4-chloro-benzyl)-5-fluoro-2-phenoxymethyl-6-piperazin-1-yl-1H-benzoimidazole), TEA, C(CCC)(=O)Cl (butyryl chloride). Yields the product ClC1=CC=C(CN2C(=NC3=C2C=C(C(=C3)F)N3CCN(CC3)C(CCC)=O)COC3=CC=CC=C3)C=C1 (1-{4-[3-(4-Chloro-benzyl)-6-fluoro-2-phenoxymethyl-3H-benzoimidazol-5-yl]-piperazin-1-yl}-butan-1-one). Reaction SMILES: [Cl:1][C:2]1[CH:32]=[CH:31][C:5]([CH2:6][N:7]2[C:11]3[CH:12]=[C:13]([N:17]4[CH2:22][CH2:21][NH:20][CH2:19][CH2:18]4)[C:14]([F:16])=[CH:15][C:10]=3[N:9]=[C:8]2[CH2:23][O:24][C:25]2[CH:30]=[CH:29][CH:28]=[CH:27][CH:26]=2)=[CH:4][CH:3]=1.[C:33](Cl)(=[O:37])[CH2:34][CH2:35][CH3:36]>ClCCl>[Cl:1][C:2]1[CH:32]=[CH:31][C:5]([CH2:6][N:7]2[C:11]3[CH:12]=[C:13]([N:17]4[CH2:22][CH2:21][N:20]([C:33](=[O:37])[CH2:34][CH2:35][CH3:36])[CH2:19][CH2:18]4)[C:14]([F:16])=[CH:15][C:10]=3[N:9]=[C:8]2[CH2:23][O:24][C:25]2[CH:30]=[CH:29][CH:28]=[CH:27][CH:26]=2)=[CH:4][CH:3]=1. Reaction conditions: time 1.5 hour. Reported procedure: 72 mg of 1-(4-chloro-benzyl)-5-fluoro-2-phenoxymethyl-6-piperazin-1-yl-1H-benzoimidazole (0.16 mmol) and 0.033 ml TEA (0.24 mmol) were dissolved in 1.5 ml dichloromethane and treated with 0.0145 ml 0.021 ml butyryl chloride (0.2 mmol). After 1.5 h stirring at rt, the reaction mixture was diluted with dichloromethane, washed with water, saturated sodium bicarbonate and brine, dried with magnesium sulfate, filtered and concentrated in vacuo, leading to 79 mg of a light red solid (94%). MS (ISP) 52... Reactants: N1=CC(=CC2=CC=CC=C12)C=O (3-quinolinecarboxaldehyde), NC=1C=C2[C@H]3[C@@H](N4C2=C(C1)CSCC4)CCN(C3)C(=O)OC(C)(C)C (tert-butyl (7bR,11aS)-6-amino-1,2,7b,10,11,11a-hexahydro-4H-pyrido[4,3-b][1,4]thiazepino[6,5,4-hi]indole-9(8H)-carboxylate). Yields the product N1=CC(=CC2=CC=CC=C12)CNC=1C=C2[C@H]3[C@@H](N4C2=C(C1)CSCC4)CCNC3 ((7bR,11aS)-N-(3-quinolinylmethyl)-1,2,7b,8,9,10,11,11a-octahydro-4H-pyrido[4,3-b][1,4]thiazepino[6,5,4-hi]indol-6-amine). RXN SMILES: [N:1]1[C:10]2[C:5](=[CH:6][CH:7]=[CH:8][CH:9]=2)[CH:4]=[C:3]([CH:11]=O)[CH:2]=1.[NH2:13][C:14]1[CH:15]=[C:16]2[C:20]3=[C:21]([CH2:23][S:24][CH2:25][CH2:26][N:19]3[C@H:18]3[CH2:27][CH2:28][N:29](C(OC(C)(C)C)=O)[CH2:30][C@@H:17]23)[CH:22]=1>>[N:1]1[C:10]2[C:5](=[CH:6][CH:7]=[CH:8][CH:9]=2)[CH:4]=[C:3]([CH2:11][NH:13][C:14]2[CH:15]=[C:16]3[C:20]4=[C:21]([CH2:23][S:24][CH2:25][CH2:26][N:19]4[C@H:18]4[CH2:27][CH2:28][NH:29][CH2:30][C@@H:17]34)[CH:22]=2)[CH:2]=1. Reported procedure: Using 3-quinolinecarboxaldehyde and following the procedures described in EXAMPLE 126, tert-butyl (7bR,11aS)-6-amino-1,2,7b,10,11,11a-hexahydro-4H-pyrido[4,3-b][1,4]thiazepino[6,5,4-hi]indole-9(8H)-carboxylate from EXAMPLE 33, Part B was converted into the title compound of EXAMPLE 164. LRMS (ES)+: 403.4 (M+H)+. Starting materials: ClCCCC(=O)NC1=COC2=C(C1=O)C=C(C(=C2)NS(=O)(=O)C)OC2=CC=CC=C2 (3-(4-Chlorobutyrylamino)-7-methylsulfonylamino-6-phenoxy-4H-1-benzopyran-4-one), [H-].[Na+] (sodium hydride). Solvent: CN(C=O)C (N,N-dimethylformamide). The product is CS(=O)(=O)NC1=CC2=C(C(C(=CO2)N2C(CCC2)=O)=O)C=C1OC1=CC=CC=C1 (7-methylsulfonylamino-3-(2-oxopyrrolidin-1-yl)-6-phenoxy-4H-1-benzopyran-4-one). RXN SMILES: Cl[CH2:2][CH2:3][CH2:4][C:5]([NH:7][C:8]1[C:13](=[O:14])[C:12]2[CH:15]=[C:16]([O:24][C:25]3[CH:30]=[CH:29][CH:28]=[CH:27][CH:26]=3)[C:17]([NH:19][S:20]([CH3:23])(=[O:22])=[O:21])=[CH:18][C:11]=2[O:10][CH:9]=1)=[O:6].[H-].[Na+]>CN(C)C=O>[CH3:23][S:20]([NH:19][C:17]1[C:16]([O:24][C:25]2[CH:30]=[CH:29][CH:28]=[CH:27][CH:26]=2)=[CH:15][C:12]2[C:13](=[O:14])[C:8]([N:7]3[CH2:2][CH2:3][CH2:4][C:5]3=[O:6])=[CH:9][O:10][C:11]=2[CH:18]=1)(=[O:22])=[O:21] |f:1.2|. Procedure details: 3-(4-Chlorobutyrylamino)-7-methylsulfonylamino-6-phenoxy-4H-1-benzopyran-4-one was reacted with sodium hydride in N,N-dimethylformamide to obtain 7-methylsulfonylamino-3-(2-oxopyrrolidin-1-yl)-6-phenoxy-4H-1-benzopyran-4-one. The reactants are C(C1=CC=CC=C1)OC(=O)N1CC(CC1)CN (3-aminomethyl-pyrrolidine-1-carboxylic acid benzyl ester), CSC1=NC=NC2=NC=CN=C12 (4-methylthio-pteridine). The product is C(C1=CC=CC=C1)OC(=O)N1CC(CC1)CNC1=NC=NC2=NC=CN=C12 (3-(Pteridin-4-ylaminomethyl)-pyrrolidine-1-carboxylic acid benzyl ester). Reaction SMILES: [CH2:1]([O:8][C:9]([N:11]1[CH2:15][CH2:14][CH:13]([CH2:16][NH2:17])[CH2:12]1)=[O:10])[C:2]1[CH:7]=[CH:6][CH:5]=[CH:4][CH:3]=1.CS[C:20]1[C:29]2[C:24](=[N:25][CH:26]=[CH:27][N:28]=2)[N:23]=[CH:22][N:21]=1>>[CH2:1]([O:8][C:9]([N:11]1[CH2:15][CH2:14][CH:13]([CH2:16][NH:17][C:20]2[C:29]3[C:24](=[N:25][CH:26]=[CH:27][N:28]=3)[N:23]=[CH:22][N:21]=2)[CH2:12]1)=[O:10])[C:2]1[CH:7]=[CH:6][CH:5]=[CH:4][CH:3]=1. Procedure details: EXAMPLE 101 was prepared from 3-aminomethyl-pyrrolidine-1-carboxylic acid benzyl ester (EXAMPLE 79, Step 3) and 4-methylthio-pteridine (A. A. Brown, D. J. Brown,h. C. S. Wood, J. Chem. Soc., 1954, 3832–3839): MS (m+1)=365.4.